This data is from the Open Reaction Database (ORD), a public repository of structured organic reaction records. The task is: describe an organic reaction: reactants, conditions, products, and yield The reactants are Cl.COC1=CC=C(C=2CC3(CCCC3)OC21)C=2C(C(N(N2)C2CCNCC2)=O)(C)C (5-(7-methoxy-3H-spiro[1-benzofuran-2,1′-cyclopentan]-4-yl)-4,4-dimethyl-2-piperidin-4-yl-2,4-dihydro-3H-pyrazol-3-one hydrochloride), Cl.COC1=CC=C(C=2CC3(CCCC3)OC21)C=2C(C(N(N2)C2CCNCC2)=O)(C)C (5-(7-methoxy-3H-spiro[1-benzofuran-2,1′-cyclopentan]-4-yl)-4,4-dimethyl-2-piperidin-4-yl-2,4-dihydro-3H-pyrazol-3-one hydrochloride), CC=1C=C(C=CC1)S(=O)(=O)Cl (3-methylbenzenesulfonyl chloride). Yields the product COC1=CC=C(C=2CC3(CCCC3)OC21)C=2C(C(N(N2)C2CCN(CC2)S(=O)(=O)C2=CC(=CC=C2)C)=O)(C)C (5-(7-Methoxy-3H-spiro[1-benzofuran-2,1′-cyclopentan]-4-yl)-4,4-dimethyl-2-{1-[(3-methylphenyl)sulfonyl]piperidin-4-yl}-2,4-dihydro-3H-pyrazol-3-one). Reaction SMILES: Cl.[CH3:2][O:3][C:4]1[C:16]2[O:15][C:10]3([CH2:14][CH2:13][CH2:12][CH2:11]3)[CH2:9][C:8]=2[C:7]([C:17]2[C:18]([CH3:30])([CH3:29])[C:19](=[O:28])[N:20]([CH:22]3[CH2:27][CH2:26][NH:25][CH2:24][CH2:23]3)[N:21]=2)=[CH:6][CH:5]=1.[CH3:31][C:32]1[CH:33]=[C:34]([S:38](Cl)(=[O:40])=[O:39])[CH:35]=[CH:36][CH:37]=1>>[CH3:2][O:3][C:4]1[C:16]2[O:15][C:10]3([CH2:11][CH2:12][CH2:13][CH2:14]3)[CH2:9][C:8]=2[C:7]([C:17]2[C:18]([CH3:30])([CH3:29])[C:19](=[O:28])[N:20]([CH:22]3[CH2:27][CH2:26][N:25]([S:38]([C:34]4[CH:35]=[CH:36][CH:37]=[C:32]([CH3:31])[CH:33]=4)(=[O:40])=[O:39])[CH2:24][CH2:23]3)[N:21]=2)=[CH:6][CH:5]=1 |f:0.1|. Procedure: The title compound is prepared analogously as described for GP1 using 5-(7-methoxy-3H-spiro[1-benzofuran-2,1′-cyclopentan]-4-yl)-4,4-dimethyl-2-piperidin-4-yl-2,4-dihydro-3H-pyrazol-3-one hydrochloride (compound B6*HCl) and 3-methylbenzenesulfonyl chloride as starting compounds. The crude product is purified by crystallization from methanol to yield the title compound. As a reaction SMILES: [C:22]([CH3:23])([CH3:24])([CH3:25])[O:26][C:27](=[O:28])[NH:29][CH:30]1[CH2:31][NH:32][CH2:33][CH2:34]1.[CH3:46][C:47]#[N:48].[CH:1]1([n:4]2[cH:5][c:6]([C:19](=[O:20])[OH:21])[c:7](=[O:18])[c:8]3[cH:9][c:10]([F:17])[c:11]([F:16])[c:12]([O:14][CH3:15])[c:13]23)[CH2:2][CH2:3]1.[N:35]12[CH2:36][CH2:37][CH2:38][N:39]=[C:40]1[CH2:41][CH2:42][CH2:43][CH2:44][CH2:45]2>>[CH:1]1([n:4]2[cH:5][c:6]([C:19](=[O:20])[OH:21])[c:7](=[O:18])[c:8]3[cH:9][c:10]([F:17])[c:11]([N:32]4[CH2:31][CH:30]([NH:29][C:27]([O:26][C:22]([CH3:23])([CH3:24])[CH3:25])=[O:28])[CH2:34][CH2:33]4)[c:12]([O:14][CH3:15])[c:13]23)[CH2:2][CH2:3]1. Yields the product COc1c(N2CCC(NC(=O)OC(C)(C)C)C2)c(F)cc2c(=O)c(C(=O)O)cn(C3CC3)c12. Starting materials: CC(C)(C)OC(=O)NC1CCNC1, CC#N, COc1c(F)c(F)cc2c(=O)c(C(=O)O)cn(C3CC3)c12, C1CCC2=NCCCN2CC1. The reactants are Cl.Cl.Cl.C[C@@H]1N(CCOC1)C[C@@H]1NCCNC1 ((3S)-3-methyl-4-((2R)-2-piperazinylmethyl)morpholine trihydrochloride), TEA, [N+](=O)([O-])C1=CC=C(S1)S(=O)(=O)Cl (5-nitrothiophene-2-sulfonyl chloride). The solvent is C(Cl)Cl (CH2Cl2), C(Cl)Cl (CH2Cl2). Reaction conditions: time 20 minute. Yields the product [N+](=O)([O-])C1=CC=C(S1)S(=O)(=O)N1C[C@@H](NCC1)CN1[C@H](COCC1)C ((3S)-4-(((2S)-4-((5-nitro-2-thiophenyl)sulfonyl)-2-piperazinyl)methyl)-3-methylmorpholine). The yield is 84.0%. As a reaction SMILES: Cl.Cl.Cl.[CH3:4][C@H:5]1[CH2:10][O:9][CH2:8][CH2:7][N:6]1[CH2:11][C@H:12]1[CH2:17][NH:16][CH2:15][CH2:14][NH:13]1.[N+:18]([C:21]1[S:25][C:24]([S:26](Cl)(=[O:28])=[O:27])=[CH:23][CH:22]=1)([O-:20])=[O:19]>C(Cl)Cl>[N+:18]([C:21]1[S:25][C:24]([S:26]([N:16]2[CH2:15][CH2:14][NH:13][C@@H:12]([CH2:11][N:6]3[CH2:7][CH2:8][O:9][CH2:10][C@@H:5]3[CH3:4])[CH2:17]2)(=[O:28])=[O:27])=[CH:23][CH:22]=1)([O-:20])=[O:19] |f:0.1.2.3|. Reported procedure: A 150-mL round-bottomed flask was charged with (3S)-3-methyl-4-((2R)-2-piperazinylmethyl)morpholine trihydrochloride (0.750 g, 2.43 mmol, step 3), TEA (2.03 mL, 14.6 mmol) and CH2Cl2 (10 mL). To this was added a solution of 5-nitrothiophene-2-sulfonyl chloride (0.560 g, 2.46 mmol, Enamine LLC, Monmouth Jct., NJ) in CH2Cl2 (5 mL). The reaction mixture was stirred at room temperature for 20 min. The reaction mixture was partitioned between water (20 mL) and CH2Cl2 (20 mL). The aqueous phase was ex... Reactants: ClC=1N=C(C2=C(N1)C=C(S2)CN2CCN(CC2)S(=O)(=O)C)N2CCOCC2 (4-(2-chloro-6-((4-(methylsulfonyl)piperazin-1-yl)methyl)thieno[3,2-d]pyrimidin-4-yl)morpholine), ClC=1N=C(C2=C(N1)C=CS2)N2CCOCC2 (4-(2-chlorothieno[3,2-d]primidin-4-yl)morpholine), [Li]CCCC (n-BuLi). Solvent: C1CCOC1 (THF), hexanes. The product is ClC=1N=C(C2=C(N1)C=C(S2)C=O)N2CCOCC2 (2-chloro-4-morpholinothieno[3,2-d]pyrimidine-6-carbaldehyde). Reaction SMILES: [Cl:1][C:2]1[N:3]=[C:4]([N:22]2[CH2:27][CH2:26][O:25][CH2:24][CH2:23]2)[C:5]2[S:10][C:9]([CH2:11]N3CCN(S(C)(=O)=O)CC3)=[CH:8][C:6]=2[N:7]=1.ClC1N=C(N2CC[O:41]CC2)C2SC=CC=2N=1.[Li]CCCC>C1COCC1>[Cl:1][C:2]1[N:3]=[C:4]([N:22]2[CH2:27][CH2:26][O:25][CH2:24][CH2:23]2)[C:5]2[S:10][C:9]([CH:11]=[O:41])=[CH:8][C:6]=2[N:7]=1. Procedure details: Scheme 4 shows the synthesis of 4-(2-chloro-6-((4-(methylsulfonyl)piperazin-1-yl)methyl)thieno[3,2-d]pyrimidin-4-yl)morpholine 9 starting with formylation at the 7-position of 4-(2-chlorothieno[3,2-d]pyrimidin-4-yl)morpholine 4 (1.0 equiv.) in THF with n-BuLi in hexanes to give 2-chloro-4-morpholinothieno[3,2-d]pyrimidine-6-carbaldehyde 5 after acidification. Reductive amination of aldehyde 5 was accomplished with 4-(methylsulfonyl)piperazin-1-ium chloride 8 and sodium acetate (anhydrous powder)... The reactants are Cl (hydrochloric acid), C(C)OC(C=C(C)C1=CC=C(C=C1)Cl)=O (Ethyl-3-(4-chlorophenyl)-but-2-enoate), [H-].C(C(C)C)[Al+]CC(C)C (Diisobutylaluminium hydride), solution. Run in ClCCl (dichloromethane), CCCCCC (hexane). Product: ClC1=CC=C(C=C1)C(=CCO)C (3-(4-chlorophenyl)but-2-en-1-ol). The yield is 37.6%. As a reaction SMILES: C([O:3][C:4](=O)[CH:5]=[C:6]([C:8]1[CH:13]=[CH:12][C:11]([Cl:14])=[CH:10][CH:9]=1)[CH3:7])C.[H-].C([Al+]CC(C)C)C(C)C.Cl>ClCCl.CCCCCC>[Cl:14][C:11]1[CH:10]=[CH:9][C:8]([C:6]([CH3:7])=[CH:5][CH2:4][OH:3])=[CH:13][CH:12]=1 |f:1.2|. Procedure: The above ester (1.44 g) was dissolved in dichloromethane (13 ml) and cooled to -20°. Diisobutylaluminium hydride (12.8 ml of a 1M solution in hexane) was added dropwise. After 18 hours at 25° dilute hydrochloric acid was added carefully and the mixture worked up in the usual manner to give 3-(4-chlorophenyl)but-2-en-1-ol (0.44 g). NMR 1H: 7.18(4H,s), 5.85(1H,t), 4.25(2H,d), 3.05(1H,s), 2.05(3H,s). Starting materials: ClC1=NC=NC(=C1)Cl (4,6-dichloropyrimidine), potassium cyclopropyl(trifluoro)borate, C([O-])([O-])=O.[Cs+].[Cs+] (cesium carbonate), C1(=CC=CC=C1)C (toluene). Product: ClC1=NC=NC(=C1)C1CC1 (4-Chloro-6-cyclopropylpyrimidine). Reaction conditions: temperature 100 celsius, time 24 hour. As a reaction SMILES: [Cl:1][C:2]1[CH:7]=[C:6](Cl)[N:5]=[CH:4][N:3]=1.C(=O)([O-])[O-].[Cs+].[Cs+].[C:15]1([CH3:21])C=CC=C[CH:16]=1>C([O-])(=O)C.[Pd+2].C([O-])(=O)C.C12(P(C34CC5CC(CC(C5)C3)C4)CCCC)CC3CC(CC(C3)C1)C2>[Cl:1][C:2]1[CH:7]=[C:6]([CH:21]2[CH2:15][CH2:16]2)[N:5]=[CH:4][N:3]=1 |f:1.2.3,5.6.7|. Procedure details: To a stirred solution of 4,6-dichloropyrimidine (200 mg, 1.342 mmol) in toluene (5.00 mL) in a 2 mL microwave vial was added potassium cyclopropyl(trifluoro)borate (219 mg, 1.477 mmol) (Frontier Scientific Inc.), di(1-adamantyl)-n-butylphosphine (14.44 mg, 0.040 mmol), palladium(II) acetate (6.03 mg, 0.027 mmol) and cesium carbonate (1312 mg, 4.03 mmol) and stirred under argon at 100° C. for 24 hrs in a microwave reactor. The reaction mixture was washed with water (50 mL) and extracted with ethy... Reagents/catalysts: C(C)(=O)[O-].[Pd+2].C(C)(=O)[O-] (palladium(II) acetate), C12(CC3CC(CC(C1)C3)C2)P(CCCC)C23CC1CC(CC(C2)C1)C3 (di(1-adamantyl)-n-butylphosphine).